The task is: describe an organic reaction: reactants, conditions, products, and yield. This data is from the Open Reaction Database (ORD), a public repository of structured organic reaction records. The reactants are ClC1=NC=C(C(=N1)Cl)[N+](=O)[O-] (2,4-dichloro-5-nitropyrimidine), N1CCCCC1 (piperidine). Solvent: CCO (EtOH). The product is ClC1=NC=C(C(=N1)N1CCCCC1)[N+](=O)[O-] (2-chloro-5-nitro-4-(piperidin-1-yl)pyrimidine). RXN SMILES: [Cl:1][C:2]1[N:7]=[C:6](Cl)[C:5]([N+:9]([O-:11])=[O:10])=[CH:4][N:3]=1.[NH:12]1[CH2:17][CH2:16][CH2:15][CH2:14][CH2:13]1>CCO>[Cl:1][C:2]1[N:7]=[C:6]([N:12]2[CH2:17][CH2:16][CH2:15][CH2:14][CH2:13]2)[C:5]([N+:9]([O-:11])=[O:10])=[CH:4][N:3]=1. Procedure: Method 1 was followed using 2,4-dichloro-5-nitropyrimidine (1.0 eq), and piperidine (2.0 eq) in EtOH at 0° C. to rt, yielding after washing with 1M citric acid and 1M HCl (to remove the bis addition product), 2-chloro-5-nitro-4-(piperidin-1-yl)pyrimidine (67%) LCMS (m/z): 242.9 (MH+); LC Rt=4.09 min.